From a dataset of the Open Reaction Database (ORD), a public repository of structured organic reaction records. describe an organic reaction: reactants, conditions, products, and yield Reactants: FC1=C(C=C(C=C1)C1=C(OCC(=O)OC(C)(C)C)C=CC(=C1)CN(S(=O)(=O)C1=CC=C(C=C1)F)C)S(=O)(=O)C (t-butyl 2-((4-fluoro-3-(methylsulfonyl)phenyl)-4-((4-fluoro-N-methylphenylsulfonamido)methyl)phenoxy)acetate). Solvent: C(=O)(C(F)(F)F)O.C(Cl)Cl (TFA DCM). Run at time 2 hour. Yields the product FC1=C(C=C(C=C1)C1=C(OCC(=O)O)C=CC(=C1)CN(S(=O)(=O)C1=CC=C(C=C1)F)C)S(=O)(=O)C (2-((4-fluoro-3-(methylsulfonyl)phenyl)-4-((4-fluoro-N-methylphenylsulfonamido)methyl)phenoxy)acetic acid). The yield is 73.2%. As a reaction SMILES: [F:1][C:2]1[CH:7]=[CH:6][C:5]([C:8]2[CH:22]=[C:21]([CH2:23][N:24]([CH3:35])[S:25]([C:28]3[CH:33]=[CH:32][C:31]([F:34])=[CH:30][CH:29]=3)(=[O:27])=[O:26])[CH:20]=[CH:19][C:9]=2[O:10][CH2:11][C:12]([O:14]C(C)(C)C)=[O:13])=[CH:4][C:3]=1[S:36]([CH3:39])(=[O:38])=[O:37]>C(O)(C(F)(F)F)=O.C(Cl)Cl>[F:1][C:2]1[CH:7]=[CH:6][C:5]([C:8]2[CH:22]=[C:21]([CH2:23][N:24]([CH3:35])[S:25]([C:28]3[CH:33]=[CH:32][C:31]([F:34])=[CH:30][CH:29]=3)(=[O:26])=[O:27])[CH:20]=[CH:19][C:9]=2[O:10][CH2:11][C:12]([OH:14])=[O:13])=[CH:4][C:3]=1[S:36]([CH3:39])(=[O:38])=[O:37] |f:1.2|. Procedure: To a solution of TFA/DCM (1:3, 10 mL) was added intermediate 31 (150 mg, 0.26 mmol, 1 eq) and the mixture was stirred at room temperature for 2 h. The organic solvent was removed in vacuo and the crude product was purified by reversed phase semi-preparative HPLC to afford 100 mg (73%) of 2-((4-fluoro-3-(methylsulfonyl)phenyl)-4-((4-fluoro-N-methylphenylsulfonamido)methyl)phenoxy)acetic acid (Example 28). 1HNMR (CD3CN, 300 MHz): δ 8.08 (m, 1H), 7.95 (m, 1H), 7.88 (m, 2H), 7.26-7.44 (m, 5H), 7.00 ... The reactants are NC1=CC=C(C2=C1CC(O2)(C)C)C(=O)OC (methyl 4-amino-2,2-dimethyl-2,3-dihydro-7-benzofurancarboxylate), NC1=C(C=C(C2=C1CC(O2)(C)C)C(=O)O)Cl (4-amino-5-chloro-2, 2-dimethyl-2,3-dihydro-7-benzofurancarboxylic acid). Yields the product ClC=1C=C(C2=C(CC(O2)(C)C)C1OC)C(=O)O (5-Chloro-4-methoxy-2,2-dimethyl-2,3-dihydro-7-benzofurancarboxylic acid). As a reaction SMILES: NC1C2C[C:9](C)(C)[O:10]C=2C(C(OC)=O)=CC=1.N[C:18]1[C:23]2[CH2:24][C:25]([CH3:28])([CH3:27])[O:26][C:22]=2[C:21]([C:29]([OH:31])=[O:30])=[CH:20][C:19]=1[Cl:32]>>[Cl:32][C:19]1[CH:20]=[C:21]([C:29]([OH:31])=[O:30])[C:22]2[O:26][C:25]([CH3:28])([CH3:27])[CH2:24][C:23]=2[C:18]=1[O:10][CH3:9]. Procedure details: Following the same procedure, 19.9 g of methyl 4-amino-2,2-dimethyl-2,3-dihydro-7-benzofurancarboxylate was transformed into 20.1 g of 4-amino-5-chloro-2, 2-dimethyl-2,3-dihydro-7-benzofurancarboxylic acid, m.p. 176°-178° C. The reactants are B, OC1Cc2sccc2C1=NOCc1ccccc1, C1CCOC1, [K+], [OH-], O. Yields the product NC1c2ccsc2CC1O. As a reaction SMILES: [BH3:19].[CH2:1]([O:2][N:9]=[C:10]1[CH:11]([OH:18])[CH2:12][c:13]2[s:14][cH:15][cH:16][c:17]21)[c:3]1[cH:4][cH:5][cH:6][cH:7][cH:8]1.[CH2:23]1[O:24][CH2:25][CH2:26][CH2:27]1.[K+:22].[OH-:21].[OH2:20]>>[NH2:9][CH:10]1[CH:11]([OH:18])[CH2:12][c:13]2[s:14][cH:15][cH:16][c:17]21. Reactants: O=C1N2[C@H](C=3N(C4=C1C=CC=C4)C=NC3C(=O)NN)CC2 ((S)-12,12a-dihydro-9-oxo-9H,11H-azeto[2,1-c]imidazo[1,5-a][1,4]benzodiazepine-1-carboxylic acid hydrazide), ClCC(OCC)=N (ethyl chloroacetimidate). Solvent: CN(C=O)C (dimethylformamide), C(C)O (ethanol). Product: ClCC1=NN=C(O1)C=1N=CN2C1[C@H]1N(C(C3=C2C=CC=C3)=O)CC1 ((S)-1-(5-chloromethyl-1,3,4-oxadiazol-2-yl)-12,12a-dihydro-9H,11H-azeto[2,1-c]imidazo[1,5-a][1,4]benzodiazepine-9-one). Isolated yield 54.1%. RXN SMILES: [O:1]=[C:2]1[C:8]2[CH:9]=[CH:10][CH:11]=[CH:12][C:7]=2[N:6]2[CH:13]=[N:14][C:15]([C:16]([NH:18][NH2:19])=[O:17])=[C:5]2[C@@H:4]2[CH2:20][CH2:21][N:3]12.[Cl:22][CH2:23][C:24](=N)OCC>CN(C)C=O.C(O)C>[Cl:22][CH2:23][C:24]1[O:17][C:16]([C:15]2[N:14]=[CH:13][N:6]3[C:7]4[CH:12]=[CH:11][CH:10]=[CH:9][C:8]=4[C:2](=[O:1])[N:3]4[CH2:21][CH2:20][C@H:4]4[C:5]=23)=[N:18][N:19]=1. Procedure details: A solution of 5 g (17.64 mmol) of (S)-12,12a-dihydro-9-oxo-9H,11H-azeto[2,1-c]imidazo[1,5-a][1,4]benzodiazepine-1-carboxylic acid hydrazide and 3.06 g (19.41 mmol) of ethyl chloroacetimidate in 40 ml of dimethylformamide and 10 ml of ethanol was stirred at 90° for 12 hours. The solvent was evaporated and the residue was partitioned between methylene chloride and water. The aqueous phase was back-washed once with methylene chloride. The organic phases were dried with magnesium sulfate, filtered a...